This data is from the Open Reaction Database (ORD), a public repository of structured organic reaction records. The task is: describe an organic reaction: reactants, conditions, products, and yield Reactants: Cc1ccc(C)c(N2CCNCC2)c1, O=C(O)C1CN(S(=O)(=O)c2ccccc2Cl)C(=O)N1c1ccccc1Cl. Yields the product Cc1ccc(C)c(N2CCN(C(=O)C3CN(S(=O)(=O)c4ccccc4Cl)C(=O)N3c3ccccc3Cl)CC2)c1. Reaction SMILES: [CH3:27][c:28]1[c:29]([N:35]2[CH2:36][CH2:37][NH:38][CH2:39][CH2:40]2)[cH:30][c:31]([CH3:34])[cH:32][cH:33]1.[Cl:1][c:2]1[c:3]([S:8](=[O:9])(=[O:10])[N:11]2[C:12](=[O:26])[N:13]([c:19]3[c:20]([Cl:25])[cH:21][cH:22][cH:23][cH:24]3)[CH:14]([C:16](=[O:17])[OH:18])[CH2:15]2)[cH:4][cH:5][cH:6][cH:7]1>>[Cl:1][c:2]1[c:3]([S:8](=[O:9])(=[O:10])[N:11]2[C:12](=[O:26])[N:13]([c:19]3[c:20]([Cl:25])[cH:21][cH:22][cH:23][cH:24]3)[CH:14]([C:16](=[O:18])[N:38]3[CH2:37][CH2:36][N:35]([c:29]4[c:28]([CH3:27])[cH:33][cH:32][c:31]([CH3:34])[cH:30]4)[CH2:40][CH2:39]3)[CH2:15]2)[cH:4][cH:5][cH:6][cH:7]1.